This data is from the Open Reaction Database (ORD), a public repository of structured organic reaction records. The task is: describe an organic reaction: reactants, conditions, products, and yield The reactants are CN(CC(=O)O[C@H](CN1N(C(C(=C1C)C(NC1=CC(=C(C=C1)OC1=CC=NC2=CC(=CC=C12)OC)F)=O)=O)C1=CC=CC=C1)C)C ((S)-1-(4-(4-(7-methoxyquinolin-4-yloxy)-3-fluoro-phenylcarbamoyl)-2,3-dihydro-5-methyl-3-oxo-2-phenylpyrazol-1-yl)propan-2-yl 2-(dimet-hylamino)acetate), C(C1=CC=CC=C1)(=O)O (benzoic acid), solid. Yields the product C(C1=CC=CC=C1)(=O)O.CN(CC(=O)O[C@H](CN1N(C(C(=C1C)C(NC1=CC(=C(C=C1)OC1=CC=NC2=CC(=CC=C12)OC)F)=O)=O)C1=CC=CC=C1)C)C ((S)-1-(4-(3-fluoro-4-(7-methoxyquinolin-4-yloxy)phenylcarbamoyl)-5-methyl-3-oxo-2-phenyl-2,3-dihydropyrazol-1-yl)propan-2-yl 2-(dimethylamino)acetate benzoate). Reaction SMILES: [CH3:1][N:2]([CH3:46])[CH2:3][C:4]([O:6][C@@H:7]([CH3:45])[CH2:8][N:9]1[C:13]([CH3:14])=[C:12]([C:15](=[O:37])[NH:16][C:17]2[CH:22]=[CH:21][C:20]([O:23][C:24]3[C:33]4[C:28](=[CH:29][C:30]([O:34][CH3:35])=[CH:31][CH:32]=4)[N:27]=[CH:26][CH:25]=3)=[C:19]([F:36])[CH:18]=2)[C:11](=[O:38])[N:10]1[C:39]1[CH:44]=[CH:43][CH:42]=[CH:41][CH:40]=1)=[O:5].[C:47]([OH:55])(=[O:54])[C:48]1[CH:53]=[CH:52][CH:51]=[CH:50][CH:49]=1>>[C:47]([OH:55])(=[O:54])[C:48]1[CH:53]=[CH:52][CH:51]=[CH:50][CH:49]=1.[CH3:46][N:2]([CH3:1])[CH2:3][C:4]([O:6][C@@H:7]([CH3:45])[CH2:8][N:9]1[C:13]([CH3:14])=[C:12]([C:15](=[O:37])[NH:16][C:17]2[CH:22]=[CH:21][C:20]([O:23][C:24]3[C:33]4[C:28](=[CH:29][C:30]([O:34][CH3:35])=[CH:31][CH:32]=4)[N:27]=[CH:26][CH:25]=3)=[C:19]([F:36])[CH:18]=2)[C:11](=[O:38])[N:10]1[C:39]1[CH:40]=[CH:41][CH:42]=[CH:43][CH:44]=1)=[O:5] |f:2.3|. Procedure: The title compound was prepared according to the procedure described in Example 35 step 2 by using the compound of (S)-1-(4-(4-(7-methoxyquinolin-4-yloxy)-3-fluoro-phenylcarbamoyl)-2,3-dihydro-5-methyl-3-oxo-2-phenylpyrazol-1-yl)propan-2-yl 2-(dimet-hylamino)acetate (63 mg, 0.2 mmol) and benzoic acid (24.4 mg, 0.2 mmol, Tianjin Chemical Reagent Factory). The title compound was abtained as a white solid (67.4 mg, 77%). Procedure details: The mixture of 5-Hydroxy-6-methoxy-indan-1-one (2.1 g), K2CO3 (3.3 g), acetone (30 ml) and benzyl bromide was heated to reflux for 5 hours. The mixture was filtered and the filtrate was evaporated to oil. The oil was treated with diethyl ether (50 ml) and the solid was collected to give 5-Benzyloxy-6-methoxy-indan-1-one (3 g). LC-MS: m/e 269 (MH+). Solvent: CC(=O)C (acetone). As a reaction SMILES: [OH:1][C:2]1[CH:3]=[C:4]2[C:8](=[CH:9][C:10]=1[O:11][CH3:12])[C:7](=[O:13])[CH2:6][CH2:5]2.C([O-])([O-])=O.[K+].[K+].[CH2:20](Br)[C:21]1[CH:26]=[CH:25][CH:24]=[CH:23][CH:22]=1>CC(C)=O>[CH2:20]([O:1][C:2]1[CH:3]=[C:4]2[C:8](=[CH:9][C:10]=1[O:11][CH3:12])[C:7](=[O:13])[CH2:6][CH2:5]2)[C:21]1[CH:26]=[CH:25][CH:24]=[CH:23][CH:22]=1 |f:1.2.3|. The product is C(C1=CC=CC=C1)OC=1C=C2CCC(C2=CC1OC)=O (5-Benzyloxy-6-methoxy-indan-1-one). Reactants: OC=1C=C2CCC(C2=CC1OC)=O (5-Hydroxy-6-methoxy-indan-1-one), C(=O)([O-])[O-].[K+].[K+] (K2CO3), C(C1=CC=CC=C1)Br (benzyl bromide).